From a dataset of the Open Reaction Database (ORD), a public repository of structured organic reaction records. describe an organic reaction: reactants, conditions, products, and yield The reactants are [H][H] (hydrogen), S(=O)(=O)([O-])[O-].[Mg+2] (magnesium sulfate), FC1=C(N)C=CC(=C1F)F (2,3, 4-Trifluoroaniline), C(C(=O)C)(=O)OCC (ethyl pyruvate). The reagents and catalysts are [Pd] (Pd—C). Solvent: CO (methanol). Product: FC1=C(NC(C(=O)OCC)C)C=CC(=C1F)F (Ethyl 2-(2,3,4-trifluoroanilino)propionate). Isolated yield 95.0%. RXN SMILES: [F:1][C:2]1[C:8]([F:9])=[C:7]([F:10])[CH:6]=[CH:5][C:3]=1[NH2:4].[C:11]([O:16][CH2:17][CH3:18])(=[O:15])[C:12]([CH3:14])=O.S([O-])([O-])(=O)=O.[Mg+2].[H][H]>CO.[Pd]>[F:1][C:2]1[C:8]([F:9])=[C:7]([F:10])[CH:6]=[CH:5][C:3]=1[NH:4][CH:12]([CH3:14])[C:11]([O:16][CH2:17][CH3:18])=[O:15] |f:2.3|. Procedure details: 2,3, 4-Trifluoroaniline (2.94 g) and ethyl pyruvate (2.32 g) were dissolved in methanol (30 ml). After adding 5% Pd—C (2.0 g) and anhydrous magnesium sulfate (2.65 g), the mixture was stirred at 50° C. in a hydrogen atmosphere for 16 hours. After filtering off Pd—C and magnesium sulfate, the obtained filtrate was concentrated under reduced pressure. The obtained residue was subjected to silica gel column chromatography (ethyl acetate-normal hexane=1:4) to thereby give the title compound (4.69 g)... Starting materials: B.CNC (borane dimethylamine), BrCC(=O)C1=CC=CC=C1 (2-Bromoacetophenone), CO (methanol), Cl (hydrochloric acid). The solvent is O1CCCC1 (tetrahydrofuran), O1CCCC1 (tetrahydrofuran). Conditions: time 60 hour. Yields the product BrCC(O)C1=CC=CC=C1 (2-Bromo-1-phenylethanol). RXN SMILES: [Br:1][CH2:2][C:3]([C:5]1[CH:10]=[CH:9][CH:8]=[CH:7][CH:6]=1)=[O:4].B.CNC.CO.Cl>O1CCCC1>[Br:1][CH2:2][CH:3]([C:5]1[CH:10]=[CH:9][CH:8]=[CH:7][CH:6]=1)[OH:4] |f:1.2|. Procedure: 2-Bromoacetophenone (1 g) was dissolved in tetrahydrofuran (8 ml), and a solution of borane-dimethylamine (326 mg) in tetrahydrofuran (6 ml) was added thereto at room temperature. After the reaction mixture was stirred at room temperature for 60 hours, methanol (1 ml) and 1 M hydrochloric acid aqueous solution (5 ml) were added thereto, and the mixture was extracted with diethyl ether. The organic layer was washed with saturated brine, and dried over anhydrous magnesium sulfate. After removing t... The reactants are CC(C(C1=CC=CC=C1)O)N(C)C(=O)CN (pseudoephedrine glycinamide), C1(=CC=CC=C1)CCCBr (3-Phenyl-1-bromopropane), LiCI, [Li]CCCC (n-BuLi), solution, Cl (HCl). The solvent is C1CCOC1 (THF), CCOC(=O)C (EtOAc). Conditions: temperature -78 celsius, time 20 minute. Product: O[C@H]([C@H](C)N(C([C@@H](CCCC1=CC=CC=C1)N)=O)C)C1=CC=CC=C1 (2(R)-Amino-5phenyl-pentanoic acid (2(S)-hydroxy-1(S)-methyl-2-phenyl-ethyl)-methyl-amide). Reaction SMILES: [CH3:1][CH:2]([N:11]([C:13]([CH2:15][NH2:16])=[O:14])[CH3:12])[CH:3]([OH:10])[C:4]1[CH:9]=[CH:8][CH:7]=[CH:6][CH:5]=1.[Li]CCCC.[C:22]1([CH2:28][CH2:29][CH2:30]Br)[CH:27]=[CH:26][CH:25]=[CH:24][CH:23]=1.Cl>C1COCC1.CCOC(C)=O>[OH:10][C@@H:3]([C:4]1[CH:9]=[CH:8][CH:7]=[CH:6][CH:5]=1)[C@@H:2]([N:11]([CH3:12])[C:13](=[O:14])[C@H:15]([NH2:16])[CH2:30][CH2:29][CH2:28][C:22]1[CH:27]=[CH:26][CH:25]=[CH:24][CH:23]=1)[CH3:1]. Reported procedure: A solution of pseudoephedrine glycinamide (1.5 g, 6.75 mmol), prepared and used by the method of Myers et al. (J. Am. Chem. Soc. 1997, 119, 656), and LiCI (1.71 g, 40.5 mmol) in THF (30 mL) was cooled to −78° C. and n-BuLi was added (13.16 mmol, 5.25 mL of a 2.5 M solution). After stirring for 20 min at −78° C., the reaction was warmed to 0° C. and stirred an additional 20 minutes. 3-Phenyl-1-bromopropane (1.3 mL, 7.42 mmol) was added and the reaction was stirred for 2 h at 0° C. Aqueous 1 N HCl... The reactants are C(CNCCN)CO (N-(2-aminoethyl)propanolamine), CSC(SC)=C(C#N)C#N ([bis(methylthio)methylene]propanedinitrile), C(C)(C)OC(C)C (Diisopropyl ether). Run in C(Cl)Cl (methylene chloride). Reaction conditions: time 1 hour. Product: C1CN(C(=C(C#N)C#N)N1)CCCO (1-(3-Hydroxypropyl)-2-imidazolidinylidenepropanedinitrile). The yield is 88.7%. RXN SMILES: [CH2:1]([CH2:7][OH:8])[CH2:2][NH:3][CH2:4][CH2:5][NH2:6].CS[C:11](=[C:14]([C:17]#[N:18])[C:15]#[N:16])SC.C(OC(C)C)(C)C>C(Cl)Cl>[CH2:5]1[NH:6][C:11](=[C:14]([C:17]#[N:18])[C:15]#[N:16])[N:3]([CH2:2][CH2:1][CH2:7][OH:8])[CH2:4]1. Procedure: In 10 ml of methylene chloride was dissolved 10.4 g of N-(2-aminoethyl)propanolamine, and the solution was added to 15.0 g of [bis(methylthio)methylene]propanedinitrile. The mixture was allowed to stand at room temperature for 1 hour under reduced pressure. Diisopropyl ether was added to the mixture, and the solid was collected by filtration. The crystals were purified by silica gel column chromatography (chloroform:methanol=5:1) to give 15.0 g (87%) of Compound (VIa) as pale yellow crystals. Reactants: [BH4-], CCCCN, Cc1cc(C)c2c(c1O)C(=O)CC2, CC(=O)[O-], CCO, Cl, [Na+], [Na+], O. The product is CCCCNC1CCc2c(C)cc(C)c(O)c21, Cl. RXN SMILES: [BH4-:19].[CH2:14]([CH2:15][CH2:16][CH3:17])[NH2:18].[CH3:1][c:2]1[c:3]2[c:7]([c:8]([OH:12])[c:9]([CH3:11])[cH:10]1)[C:6](=[O:13])[CH2:5][CH2:4]2.[CH3:23][C:24](=[O:25])[O-:26].[CH3:28][CH2:29][OH:30].[ClH:21].[Na+:20].[Na+:22].[OH2:27]>>[CH3:1][c:2]1[c:3]2[c:7]([c:8]([OH:12])[c:9]([CH3:11])[cH:10]1)[CH:6]([NH:18][CH2:14][CH2:15][CH2:16][CH3:17])[CH2:5][CH2:4]2.[ClH:21].